From a dataset of the Open Reaction Database (ORD), a public repository of structured organic reaction records. describe an organic reaction: reactants, conditions, products, and yield Reactants: S1C(=CC=C1)CC(=O)N[C@H]1[C@@H]2N(C(=C(CS2)COC(C(O)C2=CC=CC=C2)=O)C(=O)O)C1=O (7β-(2-thienylacetamido)-3-mandelyloxymethyl-3-cephem-4-carboxylic acid), SC1=NN=NN1C (5-mercapto-1-methyl-1H-tetrazole), C(O)([O-])=O.[Na+] (sodium hydrogen carbonate). Run in O (water). Conditions: temperature 60 celsius, time 30 minute. Product: S1C(=CC=C1)CC(=O)N[C@H]1[C@@H]2N(C(=C(CS2)CSC2=NN=NN2C)C(=O)O)C1=O (7β-(2-thienylacetamido)-3-(1-methyl-1H-tetrazol-5-yl)thiomethyl-3-cephem-4-carboxylic acid). The yield is 88.1%. RXN SMILES: [S:1]1[CH:5]=[CH:4][CH:3]=[C:2]1[CH2:6][C:7]([NH:9][C@@H:10]1[C:32](=[O:33])[N:12]2[C:13]([C:29]([OH:31])=[O:30])=[C:14]([CH2:17]OC(=O)C(C3C=CC=CC=3)O)[CH2:15][S:16][C@H:11]12)=[O:8].[SH:34][C:35]1[N:39]([CH3:40])[N:38]=[N:37][N:36]=1.C(=O)([O-])O.[Na+]>O>[S:1]1[CH:5]=[CH:4][CH:3]=[C:2]1[CH2:6][C:7]([NH:9][C@@H:10]1[C:32](=[O:33])[N:12]2[C:13]([C:29]([OH:31])=[O:30])=[C:14]([CH2:17][S:34][C:35]3[N:39]([CH3:40])[N:38]=[N:37][N:36]=3)[CH2:15][S:16][C@H:11]12)=[O:8] |f:2.3|. Reported procedure: In water (4 ml) was dissolved 7β-(2-thienylacetamido)-3-mandelyloxymethyl-3-cephem-4-carboxylic acid (0.49 g) together with 5-mercapto-1-methyl-1H-tetrazole (0.12 g) and sodium hydrogen carbonate (0.17 g). The solution was stirred at 60° C. for 30 minutes. After the reaction had been completed, the reaction mixture was treated by a procedure similar to that described in Example 85. The procedure provided 7β-(2-thienylacetamido)-3-(1-methyl-1H-tetrazol-5-yl)thiomethyl-3-cephem-4-carboxylic acid (...